The task is: describe an organic reaction: reactants, conditions, products, and yield. This data is from the Open Reaction Database (ORD), a public repository of structured organic reaction records. The product is C(C1=CC=CC=C1)OC(=O)NC=1C(=C(C=CC1)C1=CN=C(C=2NC3=CC=C(C=C3C21)N2CCOCC2)C(=O)O)C (4-(3-(Benzyloxycarbonylamino)-2-methylphenyl)-6-morpholino-9H-pyrido[3,4-b]indole-1-carboxylic acid). The solvent is CO (methanol), C1CCOC1 (THF). Starting materials: C(C1=CC=CC=C1)OC(=O)NC=1C(=C(C=CC1)C1=CN=C(C=2NC3=CC=C(C=C3C21)N2CCOCC2)C(=O)OCC)C (ethyl 4-(3-(benzyloxycarbonylamino)-2-methylphenyl)-6-morpholino-9H-pyrido[3,4-b]indole-1-carboxylate), [Li+].[OH-] (LiOH), O (water). RXN SMILES: [CH2:1]([O:8][C:9]([NH:11][C:12]1[C:13]([CH3:42])=[C:14]([C:18]2[C:30]3[C:29]4[C:24](=[CH:25][CH:26]=[C:27]([N:31]5[CH2:36][CH2:35][O:34][CH2:33][CH2:32]5)[CH:28]=4)[NH:23][C:22]=3[C:21]([C:37]([O:39]CC)=[O:38])=[N:20][CH:19]=2)[CH:15]=[CH:16][CH:17]=1)=[O:10])[C:2]1[CH:7]=[CH:6][CH:5]=[CH:4][CH:3]=1.[Li+].[OH-].O>CO.C1COCC1>[CH2:1]([O:8][C:9]([NH:11][C:12]1[C:13]([CH3:42])=[C:14]([C:18]2[C:30]3[C:29]4[C:24](=[CH:25][CH:26]=[C:27]([N:31]5[CH2:32][CH2:33][O:34][CH2:35][CH2:36]5)[CH:28]=4)[NH:23][C:22]=3[C:21]([C:37]([OH:39])=[O:38])=[N:20][CH:19]=2)[CH:15]=[CH:16][CH:17]=1)=[O:10])[C:2]1[CH:3]=[CH:4][CH:5]=[CH:6][CH:7]=1 |f:1.2|. Reaction conditions: time 1.5 hour. The yield is 87.1%. Reported procedure: To a light orange, homogeneous solution of ethyl 4-(3-(benzyloxycarbonylamino)-2-methylphenyl)-6-morpholino-9H-pyrido[3,4-b]indole-1-carboxylate (0.1705 g, 0.302 mmol) in methanol (3.59 mL) and THF (10.78 mL) was added LiOH (0.029 g, 1.208 mmol) in water (5.44 μL, 0.302 mmol). After 1.5 hr, the reaction was concentrated in vacuo. Water was added to the residue and acidified to pH ˜6 with 1 N aqueous HCl. The insoluble material was filtered and dried over Drierite to give the desired product (0.1... Starting materials: [Al+3], C1CCOC1, Cl, [H-], [H-], [H-], [H-], [Li+], O, COC(=O)c1ccc2ccoc2c1. Product: OCc1ccc2ccoc2c1. As a reaction SMILES: [Al+3:15].[CH2:22]1[O:23][CH2:24][CH2:25][CH2:26]1.[ClH:21].[H-:14].[H-:17].[H-:18].[H-:19].[Li+:16].[OH2:20].[o:1]1[cH:2][cH:3][c:4]2[c:5]1[cH:6][c:7]([C:10](=[O:11])[O:12][CH3:13])[cH:8][cH:9]2>>[o:1]1[cH:2][cH:3][c:4]2[c:5]1[cH:6][c:7]([CH2:10][OH:11])[cH:8][cH:9]2. Reactants: COc1cc2ccc(S(=O)(=O)[O-])cc2cc1OC, CN(C)C=O, [Na+], O, O=S(Cl)Cl. Yields the product COc1cc2ccc(S(=O)(=O)Cl)cc2cc1OC. As a reaction SMILES: [CH3:1][O:2][c:3]1[cH:4][c:5]2[cH:6][cH:7][c:8]([S:15](=[O:16])(=[O:17])[O-:18])[cH:9][c:10]2[cH:11][c:12]1[O:13][CH3:14].[CH3:25][N:26]([CH3:27])[CH:28]=[O:29].[Na+:19].[OH2:24].[S:20]([Cl:21])([Cl:22])=[O:23]>>[CH3:1][O:2][c:3]1[cH:4][c:5]2[cH:6][cH:7][c:8]([S:15](=[O:16])(=[O:18])[Cl:22])[cH:9][c:10]2[cH:11][c:12]1[O:13][CH3:14]. Reactants: BrC1=CC2=C(C=N1)C=C(N2)C2=CN=CO2 (5-(6-Bromo-1H-pyrrolo[3,2-c]pyridin-2-yl)oxazole), ClN1C(CCC1=O)=O (N-chlorosuccinimide). Reaction SMILES: [Br:1][C:2]1[N:7]=[CH:6][C:5]2[CH:8]=[C:9]([C:11]3[O:15][CH:14]=[N:13][CH:12]=3)[NH:10][C:4]=2[CH:3]=1.[Cl:16]N1C(=O)CCC1=O>CN(C=O)C.C(OCC)(=O)C>[Br:1][C:2]1[N:7]=[CH:6][C:5]2[C:8]([Cl:16])=[C:9]([C:11]3[O:15][CH:14]=[N:13][CH:12]=3)[NH:10][C:4]=2[CH:3]=1. Procedure: 5-(6-Bromo-1H-pyrrolo[3,2-c]pyridin-2-yl)oxazole (Preparation 139, 80 mg 0.303 mmole) was dissolved in DMF (0.8 mL) and N-chlorosuccinimide (40.4 mg 0.303 mmole) was added. The reaction was stirred at room temperature for 48 hours. The reaction was diluted with ethyl acetate (20 mL) and washed with water (3×7 mL) and brine. The combined aqueous layers were back-washed with ethyl acetate. The organic layers were dried (MgSO4) and concentrated in vacuo to afford the title compound (86 mg). 1H-NMR ... Conditions: time 48 hour. Run in CN(C)C=O (DMF), C(C)(=O)OCC (ethyl acetate). Isolated yield 95.1%. The product is BrC1=CC2=C(C=N1)C(=C(N2)C2=CN=CO2)Cl (5-(6-Bromo-3-chloro-1H-pyrrolo[3,2-c]pyridin-2-yl)oxazole).